Dataset: the Open Reaction Database (ORD), a public repository of structured organic reaction records. Task: describe an organic reaction: reactants, conditions, products, and yield Yields the product COC(=O)NC1CCc2c(ccc(OC)c2OC)C1. Starting materials: COC(=O)NC1CCc2c(ccc(OC)c2OC)C1=O, CO. Reaction SMILES: [CH3:1][O:2][C:3](=[O:4])[NH:5][CH:6]1[C:7](=[O:20])[c:8]2[cH:9][cH:10][c:11]([O:18][CH3:19])[c:12]([O:16][CH3:17])[c:13]2[CH2:14][CH2:15]1.[CH3:21][OH:22]>>[CH3:1][O:2][C:3](=[O:4])[NH:5][CH:6]1[CH2:7][c:8]2[cH:9][cH:10][c:11]([O:18][CH3:19])[c:12]([O:16][CH3:17])[c:13]2[CH2:14][CH2:15]1. The reactants are C(=O)([O-])[O-].[K+].[K+] (K2CO3), [N+](#[C-])CS(=O)(=O)C1=CC=C(C=C1)C (1-(isocyanomethylsulfonyl)-4-methylbenzene), C(=O)C=1C=C(C(=O)OC)C=CC1 (methyl 3-formylbenzoate), Cl (HCl). Run in CO (MeOH). Run at temperature 80 celsius, time 8 hour. Product: O1C=NC=C1C=1C=C(C(=O)O)C=CC1 (3-(oxazol-5-yl)benzoic acid). Yield: 86.8%. As a reaction SMILES: [C:1]([O-:4])([O-])=[O:2].[K+].[K+].[N+:7](CS(C1C=CC(C)=CC=1)(=O)=O)#[C-:8].C([C:22]1[CH:23]=[C:24]([CH:29]=[CH:30][CH:31]=1)[C:25]([O:27][CH3:28])=O)=O.Cl>CO>[O:27]1[C:25]([C:24]2[CH:29]=[C:30]([CH:31]=[CH:22][CH:23]=2)[C:1]([OH:4])=[O:2])=[CH:8][N:7]=[CH:28]1 |f:0.1.2|. Procedure: MeOH (54 mL) was added to a round bottom flask containing K2CO3 (6.74 gm, 48.70 mmol), 1-(isocyanomethylsulfonyl)-4-methylbenzene (5.00 gm, 25.60 mmol), and methyl 3-formylbenzoate (4.00 gm, 24.37 mmol). The reaction mixture was heated at 80° C. for 3 h and then stirred at rt overnight. The mixture was concentrated under reduced pressure. The remaining residue was partitioned between EtOAc and water. The aqueous solution was isolated and acidified using 1N HCl. The acidified aqueous phase was ex... The reactants are COC(=O)CBr, O=C([O-])[O-], CC(C)=O, [I-], [K+], [K+], [K+], CC(=O)CCc1ccc(O)cc1. Product: COC(=O)COc1ccc(CCC(C)=O)cc1. RXN SMILES: [Br:13][CH2:14][C:15](=[O:16])[O:17][CH3:18].[C:19](=[O:20])([O-:21])[O-:22].[CH3:27][C:28](=[O:29])[CH3:30].[I-:26].[K+:23].[K+:24].[K+:25].[OH:1][c:2]1[cH:3][cH:4][c:5]([CH2:8][CH2:9][C:10]([CH3:11])=[O:12])[cH:6][cH:7]1>>[O:1]([c:2]1[cH:3][cH:4][c:5]([CH2:8][CH2:9][C:10]([CH3:11])=[O:12])[cH:6][cH:7]1)[CH2:14][C:15](=[O:16])[O:17][CH3:18]. The reactants are O.NN (hydrazine hydrate), C(CCC)C1=CC(=NO1)CN1C(C2=CC=CC=C2C1=O)=O (2-[(5-butylisoxazol-3-yl)methyl]-1H-isoindole-1,3(2H)-dione), C(C)O (ethanol). Solvent: C1CCOC1 (THF), C1CCOC1 (THF). Product: C(CCC)C1=CC(=NO1)CN ((5-butylisoxazol-3-yl)methylamine). Yield: 86.1%. RXN SMILES: O.NN.[CH2:4]([C:8]1[O:12][N:11]=[C:10]([CH2:13][N:14]2C(=O)C3C(=CC=CC=3)C2=O)[CH:9]=1)[CH2:5][CH2:6][CH3:7].C(O)C>C1COCC1>[CH2:4]([C:8]1[O:12][N:11]=[C:10]([CH2:13][NH2:14])[CH:9]=1)[CH2:5][CH2:6][CH3:7] |f:0.1|. Reported procedure: A solution of hydrazine hydrate (888 mg, 15.1 mmol) in THF (5 mL) was added to a solution of 2-[(5-butylisoxazol-3-yl)methyl]-1H-isoindole-1,3(2H)-dione (2.14 g, 7.53 mmol) in 2:1 ethanol:THF (60 mL), and the solution was heated at reflux gently for four hours. A precipitate formed and was removed by filtration and washed with THF. The filtrate was concentrated under reduced pressure to provide 1.0 g of (5-butylisoxazol-3-yl)methylamine as a pale yellow solid.